From a dataset of the Open Reaction Database (ORD), a public repository of structured organic reaction records. describe an organic reaction: reactants, conditions, products, and yield Starting materials: Cc1ccccc1, CCN(C(C)C)C(C)C, CC(C)OC(=O)Cl, ClCCl, OC1CCNCC1. Yields the product CC(C)OC(=O)N1CCC(O)CC1. Reaction SMILES: [CH3:27][c:28]1[cH:29][cH:30][cH:31][cH:32][cH:33]1.[CH:11]([N:12]([CH:13]([CH3:14])[CH3:15])[CH2:16][CH3:17])([CH3:18])[CH3:19].[Cl:20][C:21](=[O:22])[O:23][CH:24]([CH3:25])[CH3:26].[Cl:8][CH2:9][Cl:10].[OH:1][CH:2]1[CH2:3][CH2:4][NH:5][CH2:6][CH2:7]1>>[OH:1][CH:2]1[CH2:3][CH2:4][N:5]([C:21](=[O:22])[O:23][CH:24]([CH3:25])[CH3:26])[CH2:6][CH2:7]1. Reactants: intermediate 2B, C(C1=CC=CC=C1)(=O)N (benzamide), BrC(C(C(=O)OCC)=O)CC (ethyl 3-bromo-2-oxo-pentanoate). The solvent is C1(=CC=CC=C1)C (toluene). Yields the product C(C)C1=C(N=C(O1)C1=CC=CC=C1)C(=O)O (5ethyl-2-phenyl-1,3-oxazole4-carboxylic acid). Yield: 8.4%. Reaction SMILES: [C:1]([NH2:9])(=[O:8])[C:2]1[CH:7]=[CH:6][CH:5]=[CH:4][CH:3]=1.Br[CH:11]([CH2:19][CH3:20])[C:12](=O)[C:13]([O:15]CC)=[O:14]>C1(C)C=CC=CC=1>[CH2:19]([C:11]1[O:8][C:1]([C:2]2[CH:7]=[CH:6][CH:5]=[CH:4][CH:3]=2)=[N:9][C:12]=1[C:13]([OH:15])=[O:14])[CH3:20]. Procedure: Intermediate 1E was prepared (as described below for the preparation of intermediate 2B) from 4.08 g of benzamide, 5.0 g of ethyl 3-bromo-2-oxo-pentanoate, and 10 mL of toluene. Solids were collected and washed with cold water after cooling of the NaOH solution. Heating these solids with citric acid as described followed by cooling and isolation of the resulting solids gave 410 mg (9% yield) of the title compound; 1H NMR (CDCl3, 300 MHz) δ8.06-8.03 (m, 2H), 7.49-7.43 (m, 3H), 3.14 (q, 2H, J=8.0)...